From a dataset of the Open Reaction Database (ORD), a public repository of structured organic reaction records. describe an organic reaction: reactants, conditions, products, and yield The reactants are C(C(=O)C)(=O)[O-] (pyruvate), OC=1C=C(C=O)C=CC1 (3-hydroxybenzaldehyde). Yields the product OC1=C(C=O)C=CC=C1 (hydroxybenzaldehyde). As a reaction SMILES: [C:1]([O-:6])(=O)[C:2]([CH3:4])=O.[OH:7][C:8]1C=C([CH:13]=[CH:14][CH:15]=1)C=O>>[OH:6][C:1]1[CH:2]=[CH:4][CH:13]=[CH:14][C:15]=1[CH:8]=[O:7]. Procedure: The reaction rate was measured as described in Example 1, using as substrates 5 mM pyruvate and 5 mM 3-hydroxybenzaldehyde. The absorbance values at 346 nm decreased linearly at a rate of 0.15 OD/min, which yielded a decrease of hydroxybenzaldehyde concentration 0.3 μmol/min, when using ε=480 M−1cm−1. The corresponding activity was 0.93 U/mg. Solvent: O (water), CO (MeOH). Product: C(C)(C)C=1C=CC(=C(C1)N)[N+](=O)[O-] (5-Isopropyl-2-nitro-phenylamine). Reaction conditions: time 8 hour. Reaction SMILES: FC(F)(F)C([NH:5][C:6]1[CH:11]=[C:10]([CH:12]([CH3:14])[CH3:13])[CH:9]=[CH:8][C:7]=1[N+:15]([O-:17])=[O:16])=O.C(=O)([O-])[O-].[K+].[K+]>CO.O>[CH:12]([C:10]1[CH:9]=[CH:8][C:7]([N+:15]([O-:17])=[O:16])=[C:6]([NH2:5])[CH:11]=1)([CH3:14])[CH3:13] |f:1.2.3|. Reported procedure: 2,2,2-Trifluoro-N-(5-isopropyl-2-nitro-phenyl)-acetamide (prepared in Example OO-1; 9.4 g, 34 mmol) was dissolved in MeOH (30 mL) and treated with 7% aqueous potassium carbonate solution. The reaction mixture was stirred overnight at room temperature. The reaction was diluted with water (30 mL) and extracted with EtOAc (3×50 mL). The organic layer was washed with saturated NaHCO3 solution and brine, dried (MgSO4), and concentrated. The crude product was used further without any purification. MS(... The reactants are FC(C(=O)NC1=C(C=CC(=C1)C(C)C)[N+](=O)[O-])(F)F (2,2,2-Trifluoro-N-(5-isopropyl-2-nitro-phenyl)-acetamide), C([O-])([O-])=O.[K+].[K+] (potassium carbonate). Starting materials: ClS(=O)(=O)O (chlorosulfonic acid), C1(=CC=CC=C1)N1C(OCC1)=O (3-phenyl-1,3-oxazolidin-2-one). Run in C(Cl)(Cl)(Cl)Cl (CCl4), C(Cl)(Cl)(Cl)Cl (CCl4). Conditions: temperature 0 celsius, time 2 hour. Yields the product O=C1OCCN1C1=CC=C(C=C1)S(=O)(=O)Cl (4-(2-oxo-1,3-oxazolidin-3-yl)-benzenesulfonyl chloride). RXN SMILES: [Cl:1][S:2]([OH:5])(=O)=[O:3].[C:6]1([N:12]2[CH2:16][CH2:15][O:14][C:13]2=[O:17])[CH:11]=[CH:10][CH:9]=[CH:8][CH:7]=1>C(Cl)(Cl)(Cl)Cl>[O:17]=[C:13]1[N:12]([C:6]2[CH:11]=[CH:10][C:9]([S:2]([Cl:1])(=[O:5])=[O:3])=[CH:8][CH:7]=2)[CH2:16][CH2:15][O:14]1. Procedure: Under N2, chlorosulfonic acid (1.5 g, 12.87 mmol) was diluted in CCl4 (2 mL) and cooled to 0° C. Then 3-phenyl-1,3-oxazolidin-2-one (280 mg, 1.72 mmol) was diluted in CCl4 (2 mL) and added slowly to the reaction mixture. The reaction mixture was stirred for two hours at 0° C. The reaction was then slowly quenched with ice water (4 mL) and extracted with CCl4 (3×4 mL). The organic extracts were dried over sodium sulfate and concentrated to give 4-(2-oxo-1,3-oxazolidin-3-yl)-benzenesulfonyl chlori...